describe an organic reaction: reactants, conditions, products, and yield From a dataset of the Open Reaction Database (ORD), a public repository of structured organic reaction records. Starting materials: CN, CO, CCOC(=O)c1cc2ccccc2n1C. Product: CNC(=O)c1cc2ccccc2n1C. RXN SMILES: [CH3:16][NH2:17].[CH3:18][OH:19].[CH3:1][n:2]1[c:3]([C:11]([O:13][CH2:12][CH3:14])=[O:15])[cH:4][c:5]2[cH:6][cH:7][cH:8][cH:9][c:10]12>>[CH3:1][n:2]1[c:3]([C:11](=[O:13])[NH:17][CH3:16])[cH:4][c:5]2[cH:6][cH:7][cH:8][cH:9][c:10]12. As a reaction SMILES: [CH3:1][c:2]1[c:3](-[c:9]2[n:10][c:11]([Cl:23])[n:12][c:13](-[c:15]3[c:16]([CH3:22])[cH:17][c:18]([CH3:21])[cH:19][cH:20]3)[n:14]2)[cH:4][cH:5][c:6]([CH3:8])[cH:7]1.[OH:24][c:25]1[cH:26][cH:27][cH:28][c:29]([OH:30])[cH:31]1>>[CH3:1][c:2]1[c:3](-[c:9]2[n:10][c:11](-[c:28]3[cH:27][cH:26][c:25]([OH:24])[cH:31][c:29]3[OH:30])[n:12][c:13](-[c:15]3[c:16]([CH3:22])[cH:17][c:18]([CH3:21])[cH:19][cH:20]3)[n:14]2)[cH:4][cH:5][c:6]([CH3:8])[cH:7]1. Product: Cc1ccc(-c2nc(-c3ccc(C)cc3C)nc(-c3ccc(O)cc3O)n2)c(C)c1. Reactants: Cc1ccc(-c2nc(Cl)nc(-c3ccc(C)cc3C)n2)c(C)c1, Oc1cccc(O)c1. The reactants are [Al+3], CCOC(=O)N1CCC(N(Cc2ccccc2)c2ccc3[nH]ccc3c2)CC1, C1CCOC1, [H-], [H-], [H-], [H-], [Li+]. The product is CN1CCC(N(Cc2ccccc2)c2ccc3[nH]ccc3c2)CC1. RXN SMILES: [Al+3:30].[CH2:1]([O:2][C:4](=[O:3])[N:6]1[CH2:7][CH2:8][CH:9]([N:12]([c:13]2[cH:14][c:15]3[cH:16][cH:17][nH:18][c:19]3[cH:20][cH:21]2)[CH2:22][c:23]2[cH:24][cH:25][cH:26][cH:27][cH:28]2)[CH2:10][CH2:11]1)[CH3:5].[CH2:35]1[O:36][CH2:37][CH2:38][CH2:39]1.[H-:29].[H-:32].[H-:33].[H-:34].[Li+:31]>>[CH3:4][N:6]1[CH2:7][CH2:8][CH:9]([N:12]([c:13]2[cH:14][c:15]3[cH:16][cH:17][nH:18][c:19]3[cH:20][cH:21]2)[CH2:22][c:23]2[cH:24][cH:25][cH:26][cH:27][cH:28]2)[CH2:10][CH2:11]1. Reactants: CI, Cc1c(CCC(=O)O)ccc(OCc2cc(F)cc3c2NC(C)(C)C3)c1C, [H-], [Na+], CN(C)C=O. Product: Cc1c(CCC(=O)O)ccc(OCc2cc(F)cc3c2N(C)C(C)(C)C3)c1C. As a reaction SMILES: [CH3:30][I:31].[F:1][c:2]1[cH:3][c:4]2[c:8]([c:9]([CH2:11][O:12][c:13]3[c:14]([CH3:25])[c:15]([CH3:24])[c:16]([CH2:19][CH2:20][C:21](=[O:22])[OH:23])[cH:17][cH:18]3)[cH:10]1)[NH:7][C:6]([CH3:26])([CH3:27])[CH2:5]2.[H-:28].[Na+:29].[O:32]=[CH:33][N:34]([CH3:35])[CH3:36]>>[F:1][c:2]1[cH:3][c:4]2[c:8]([c:9]([CH2:11][O:12][c:13]3[c:14]([CH3:25])[c:15]([CH3:24])[c:16]([CH2:19][CH2:20][C:21](=[O:22])[OH:23])[cH:17][cH:18]3)[cH:10]1)[N:7]([CH3:30])[C:6]([CH3:26])([CH3:27])[CH2:5]2. Starting materials: CC(N)C1C(O[Si](C)(C)C(C)(C)C)CCN1C(=O)OC(C)(C)C, O=C([O-])[O-], Cc1ccccc1, Cc1c(I)ccc(C#N)c1Cl, [Cs+], [Cs+], O=C(C=Cc1ccccc1)C=Cc1ccccc1, O=C(C=Cc1ccccc1)C=Cc1ccccc1, O=C(C=Cc1ccccc1)C=Cc1ccccc1, [Pd], [Pd]. Product: Cc1c(NC(C)C2C(O[Si](C)(C)C(C)(C)C)CCN2C(=O)OC(C)(C)C)ccc(C#N)c1Cl. As a reaction SMILES: [C:1]([CH3:2])([CH3:3])([CH3:4])[O:5][C:6](=[O:7])[N:8]1[CH:9]([CH:21]([CH3:22])[NH2:23])[CH:10]([O:13][Si:14]([CH3:15])([CH3:16])[C:17]([CH3:18])([CH3:19])[CH3:20])[CH2:11][CH2:12]1.[C:35](=[O:36])([O-:37])[O-:38].[CH3:97][c:98]1[cH:99][cH:100][cH:101][cH:102][cH:103]1.[Cl:24][c:25]1[c:26]([C:27]#[N:28])[cH:29][cH:30][c:31]([I:34])[c:32]1[CH3:33].[Cs+:39].[Cs+:40].[O:43]=[C:44]([CH:45]=[CH:46][c:47]1[cH:48][cH:49][cH:50][cH:51][cH:52]1)[CH:53]=[CH:54][c:55]1[cH:56][cH:57][cH:58][cH:59][cH:60]1.[O:61]=[C:62]([CH:63]=[CH:64][c:65]1[cH:66][cH:67][cH:68][cH:69][cH:70]1)[CH:71]=[CH:72][c:73]1[cH:74][cH:75][cH:76][cH:77][cH:78]1.[O:79]=[C:80]([CH:81]=[CH:82][c:83]1[cH:84][cH:85][cH:86][cH:87][cH:88]1)[CH:89]=[CH:90][c:91]1[cH:92][cH:93][cH:94][cH:95][cH:96]1.[Pd:41].[Pd:42]>>[C:1]([CH3:2])([CH3:3])([CH3:4])[O:5][C:6](=[O:7])[N:8]1[CH:9]([CH:21]([CH3:22])[NH:23][c:31]2[cH:30][cH:29][c:26]([C:27]#[N:28])[c:25]([Cl:24])[c:32]2[CH3:33])[CH:10]([O:13][Si:14]([CH3:15])([CH3:16])[C:17]([CH3:18])([CH3:19])[CH3:20])[CH2:11][CH2:12]1. The reactants are CCO, [H][H], O=Cc1ccccc1Oc1ccc(C(F)(F)F)cc1[N+](=O)[O-]. The product is FC(F)(F)c1ccc2c(c1)N=Cc1ccccc1O2. Reaction SMILES: [CH3:25][CH2:26][OH:27].[H:23][H:24].[N+:1]([O-:3])([c:4]1[c:5]([O:6][c:7]2[c:8]([CH:9]=[O:2])[cH:11][cH:12][cH:13][cH:14]2)[cH:15][cH:16][c:17]([C:19]([F:20])([F:21])[F:22])[cH:18]1)=[O:10]>>[N:1]1=[CH:9][c:8]2[c:7]([cH:14][cH:13][cH:12][cH:11]2)[O:6][c:5]2[c:4]1[cH:18][c:17]([C:19]([F:20])([F:21])[F:22])[cH:16][cH:15]2. Starting materials: CSC1=CC=C(C=C1)C(=S)NN (4-(Methylthio)phenylcarbothioic acid hydrazide), C(C=O)(=O)OC(C)(C)C (t-butyl glyoxylate). Solvent: CO (methanol). Product: CSC1=CC=C(C=C1)C1=NNC(S1)C(=O)OC(C)(C)C (t-Butyl 2,3-dihydro-5-[4-(methylthio]phenyl]-1,3,4-thiadiazole-2-carboxylate). As a reaction SMILES: [CH3:1][S:2][C:3]1[CH:8]=[CH:7][C:6]([C:9]([NH:11][NH2:12])=[S:10])=[CH:5][CH:4]=1.[C:13]([O:17][C:18]([CH3:21])([CH3:20])[CH3:19])(=[O:16])[CH:14]=O>CO>[CH3:1][S:2][C:3]1[CH:4]=[CH:5][C:6]([C:9]2[S:10][CH:14]([C:13]([O:17][C:18]([CH3:21])([CH3:20])[CH3:19])=[O:16])[NH:12][N:11]=2)=[CH:7][CH:8]=1. Procedure: The product of step d) (3.0 g) was stirred at room temperature under nitrogen with t-butyl glyoxylate (2.0 g) in methanol (100 ml) for 18 hours. The mixture was evaporated and the residue purified by flash chromatography (ether/petroleum ether 1:3) to afford the sub-title compound (3.9 g) as a pale yellow solid. mp 71°-72°. Conditions: time 8 hour. Reactants: C(C)OC=1C=C(C=CC1)C=1C=C2CCC(C2=CC1)OC1=CC=C(C=C1)[C@@H](CC(=O)OC)C#CC ((3R)-Methyl 3-(4-(5-(3-ethoxyphenyl)-2,3-dihydro-1H-inden-1-yloxy)phenyl)hex-4-ynoate), [OH-].[Na+] (NaOH), Cl (HCl). As a reaction SMILES: [CH2:1]([O:3][C:4]1[CH:5]=[C:6]([C:10]2[CH:11]=[C:12]3[C:16](=[CH:17][CH:18]=2)[CH:15]([O:19][C:20]2[CH:25]=[CH:24][C:23]([C@H:26]([C:32]#[C:33][CH3:34])[CH2:27][C:28]([O:30]C)=[O:29])=[CH:22][CH:21]=2)[CH2:14][CH2:13]3)[CH:7]=[CH:8][CH:9]=1)[CH3:2].[OH-].[Na+].Cl>C1COCC1.CO>[CH2:1]([O:3][C:4]1[CH:5]=[C:6]([C:10]2[CH:11]=[C:12]3[C:16](=[CH:17][CH:18]=2)[CH:15]([O:19][C:20]2[CH:21]=[CH:22][C:23]([C@H:26]([C:32]#[C:33][CH3:34])[CH2:27][C:28]([OH:30])=[O:29])=[CH:24][CH:25]=2)[CH2:14][CH2:13]3)[CH:7]=[CH:8][CH:9]=1)[CH3:2] |f:1.2,4.5|. Reported procedure: A solution of 59.3 in THF/MeOH (1:1, 2 mL), was treated with 2N NaOH aqueous solution (1 mL) and stirred for overnight at room temperature. The reaction mixture was acidified with aqueous 4N HCl and extracted with EtOAc to obtain 59, which was purified by preparative HPLC, eluting with 5˜95% ACN in water containing 0.1% TFA. MS ESI (neg.) m/e: 439.1 (M−H). 1HNMR (MeOD-d4) δ 7.65 (br, 1H), 7.48 (s, 1H), 7.38 (d, 1H, J=7.02 Hz), 7.32 (t, 1H, J=7.12 Hz), 7.18 (d, 1H, J=6.57 Hz), 7.14 (s, 1H), 7.06 ... Yields the product C(C)OC=1C=C(C=CC1)C=1C=C2CCC(C2=CC1)OC1=CC=C(C=C1)[C@@H](CC(=O)O)C#CC ((3R)-3-(4-(5-(3-Ethoxyphenyl)-2,3-dihydro-1H-inden-1-yloxy)phenyl)hex-4-ynoic acid). The solvent is C1CCOC1.CO (THF MeOH).